From a dataset of the Open Reaction Database (ORD), a public repository of structured organic reaction records. describe an organic reaction: reactants, conditions, products, and yield Reactants: NCC=1C=NC=CC1 (3-aminomethylpyridine), C(C=C)(=O)OC (methyl acrylate). Yields the product COC(=O)CCN(CCC(=O)OC)CC=1C=NC=CC1 (3-[N,N-di(2-methoxycarbonylethyl)aminomethyl] pyridine). RXN SMILES: [NH2:1][CH2:2][C:3]1[CH:4]=[N:5][CH:6]=[CH:7][CH:8]=1.[C:9]([O:13][CH3:14])(=[O:12])[CH:10]=[CH2:11]>>[CH3:14][O:13][C:9]([CH2:10][CH2:11][N:1]([CH2:2][C:3]1[CH:4]=[N:5][CH:6]=[CH:7][CH:8]=1)[CH2:11][CH2:10][C:9]([O:13][CH3:14])=[O:12])=[O:12]. Procedure details: 52.06 Grams of 3-aminomethylpyridine was refluxed with 200 milliliters of methyl acrylate for 96 hours. The excess methyl acrylate was evaporated off to give 137.6 grams of 3-[N,N-di(2-methoxycarbonylethyl)aminomethyl] pyridine. Starting materials: O=C1CCC(=O)N1Br, ClCCl, OCCCc1ccc(F)c(F)c1F, c1ccc(P(c2ccccc2)c2ccccc2)cc1. The product is Fc1ccc(CCCBr)c(F)c1F. As a reaction SMILES: [Br:33][N:34]1[C:35](=[O:36])[CH2:37][CH2:38][C:39]1=[O:40].[CH2:41]([Cl:42])[Cl:43].[F:1][c:2]1[c:3]([CH2:10][CH2:11][CH2:12][OH:13])[cH:4][cH:5][c:6]([F:9])[c:7]1[F:8].[c:14]1([P:15]([c:16]2[cH:17][cH:18][cH:19][cH:20][cH:21]2)[c:22]2[cH:23][cH:24][cH:25][cH:26][cH:27]2)[cH:28][cH:29][cH:30][cH:31][cH:32]1>>[F:1][c:2]1[c:3]([CH2:10][CH2:11][CH2:12][Br:33])[cH:4][cH:5][c:6]([F:9])[c:7]1[F:8]. The reactants are [Li]CCCC, CCOC(=O)Cl, CCCCCC, CCOCC, FC(F)(F)c1ccc(-c2ncc(-c3cccs3)s2)cc1, C1CCOC1. The product is CCOC(=O)c1ccc(-c2cnc(-c3ccc(C(F)(F)F)cc3)s2)s1. Reaction SMILES: [CH2:1]([Li:2])[CH2:3][CH2:4][CH3:5].[CH2:26]([CH3:27])[O:28][C:29](=[O:30])[Cl:31].[CH3:32][CH2:33][CH2:34][CH2:35][CH2:36][CH3:37].[CH3:43][CH2:44][O:45][CH2:46][CH3:47].[F:6][C:7]([c:8]1[cH:9][cH:10][c:11](-[c:14]2[s:15][c:16](-[c:19]3[s:20][cH:21][cH:22][cH:23]3)[cH:17][n:18]2)[cH:12][cH:13]1)([F:24])[F:25].[O:38]1[CH2:39][CH2:40][CH2:41][CH2:42]1>>[F:6][C:7]([c:8]1[cH:9][cH:10][c:11](-[c:14]2[s:15][c:16](-[c:19]3[s:20][c:21]([C:29]([O:28][CH2:26][CH3:27])=[O:30])[cH:22][cH:23]3)[cH:17][n:18]2)[cH:12][cH:13]1)([F:24])[F:25]. Reactants: CC(=O)OC(C)=O, O=CO, Nc1ccc2c(c1)nc(C=Cc1ccccc1)n2-c1ccccn1. Product: O=CNc1ccc2c(c1)nc(C=Cc1ccccc1)n2-c1ccccn1. Reaction SMILES: [CH3:25][C:26](=[O:27])[O:28][C:29](=[O:30])[CH3:31].[CH:32]([OH:33])=[O:34].[NH2:1][c:2]1[cH:3][c:4]2[c:5]([n:6](-[c:17]3[n:18][cH:19][cH:20][cH:21][cH:22]3)[c:7]([CH:9]=[CH:10][c:11]3[cH:12][cH:13][cH:14][cH:15][cH:16]3)[n:8]2)[cH:23][cH:24]1>>[NH:1]([c:2]1[cH:3][c:4]2[c:5]([n:6](-[c:17]3[n:18][cH:19][cH:20][cH:21][cH:22]3)[c:7]([CH:9]=[CH:10][c:11]3[cH:12][cH:13][cH:14][cH:15][cH:16]3)[n:8]2)[cH:23][cH:24]1)[CH:26]=[O:27].